This data is from the Open Reaction Database (ORD), a public repository of structured organic reaction records. The task is: describe an organic reaction: reactants, conditions, products, and yield Reactants: C(C(=O)N)C(=O)N (malondiamide), C(C(=O)N)C(=O)N (malondiamide), C1(=CC=C(C=C1)S(=O)(=O)N=[N+]=[N-])C (p-Toluenesulfonyl azide). The solvent is C(C)O (ethanol). Product: OC=1N=NNC1C(=O)N (4-Hydroxy-1,2,3-triazole-5-carboxamide). Yield: 70.3%. As a reaction SMILES: [CH2:1]([C:5]([NH2:7])=[O:6])[C:2]([NH2:4])=[O:3].C1(C)C=CC(S([N:17]=[N+:18]=[N-])(=O)=O)=CC=1>C(O)C>[OH:3][C:2]1[N:4]=[N:17][NH:18][C:1]=1[C:5]([NH2:7])=[O:6]. Procedure details: To a solution of sodium ethoxide obtained from sodium (2.3 g, 0.10 mole) and absolute ethanol (150 ml) was added malondiamide (10.2 g, 0.10 mole). The mixture was stirred until most of the malondiamide dissolved. p-Toluenesulfonyl azide (19.7 g, 0.10 mole) was dissolved in ethanol (20 ml) and added dropwise with stirring. The thick mixture was stirred at room temperature for 30 min and heated under reflux in an oil bath for an additional 30 min. The mixture was cooled and the sodium salt was rem...